Dataset: the Open Reaction Database (ORD), a public repository of structured organic reaction records. Task: describe an organic reaction: reactants, conditions, products, and yield RXN SMILES: [C:1]1([C:7]2[C:15](C)=[C:14]([C:17]([O-:19])=O)[CH:13]=[CH:12][C:8]=2[C:9]([O-:11])=[O:10])[CH:6]=[CH:5][CH:4]=[CH:3][CH:2]=1.B.[CH2:21]1COCC1>C1COCC1>[CH3:21][O:11][C:9](=[O:10])[C:8]1[CH:12]=[CH:13][C:14]([CH2:17][OH:19])=[CH:15][C:7]=1[C:1]1[CH:6]=[CH:5][CH:4]=[CH:3][CH:2]=1 |f:1.2|. Conditions: temperature 0 celsius, time 0.5 hour. Procedure details: To a 0° C. solution in THF (40 mL) of 2-phenylmonomethylterephthalate (10.5 g, 41 mmol) was added borane-THF (1.0 M, 82 mL, 82 mmol) such that the reaction temperature remained below 6° C. The reaction mixture was stirred for 0.5 hours, then the cold bath was removed and stirring was continued for 2 hours. The reaction mixture was again cooled to 0° C. and aqueous HCl (3 M, 100 mL) was added slowly. The cold bath was removed and the reaction mixture was stirred for 1 hour. The THF was evaporated... The yield is 98.2%. The solvent is C1CCOC1 (THF). Reactants: C1(=CC=CC=C1)C1=C(C(=O)[O-])C=CC(=C1C)C(=O)[O-] (2-phenylmonomethylterephthalate), B.C1CCOC1 (borane THF). Yields the product COC(C1=C(C=C(C=C1)CO)C1=CC=CC=C1)=O (4-hydroxymethyl-2-phenylbenzoic acid methyl ester). Starting materials: C[SiH](C)Oc1ccnc(-c2cccc([N+](=O)[O-])c2)c1C(C)(C)C, CCO. Reaction SMILES: [C:1]([CH3:2])([CH3:3])([CH3:4])[c:5]1[c:6](-[c:15]2[cH:16][c:17]([N+:21]([O-:22])=[O:23])[cH:18][cH:19][cH:20]2)[n:7][cH:8][cH:9][c:10]1[O:11][SiH:12]([CH3:13])[CH3:14].[CH3:24][CH2:25][OH:26]>>[C:1]([CH3:2])([CH3:3])([CH3:4])[c:5]1[c:6](-[c:15]2[cH:16][c:17]([NH2:21])[cH:18][cH:19][cH:20]2)[n:7][cH:8][cH:9][c:10]1[O:11][SiH:12]([CH3:13])[CH3:14]. The product is C[SiH](C)Oc1ccnc(-c2cccc(N)c2)c1C(C)(C)C. The reactants are COC(=O)C(C)(C)CCn1cc(C(=O)N2c3ccccc3C(N(C(C)=O)c3ccc(Cl)cc3)CC2C)ccc1=O, CO, Cl, [Na+], C1CCOC1, [OH-]. The product is CC(=O)N(c1ccc(Cl)cc1)C1CC(C)N(C(=O)c2ccc(=O)n(CCC(C)(C)C(=O)O)c2)c2ccccc21. As a reaction SMILES: [C:1]([CH3:2])(=[O:3])[N:4]([CH:5]1[CH2:6][CH:7]([CH3:33])[N:8]([C:15](=[O:16])[c:17]2[cH:18][cH:19][c:20](=[O:32])[n:21]([CH2:23][CH2:24][C:25]([C:26](=[O:27])[O:28][CH3:29])([CH3:30])[CH3:31])[cH:22]2)[c:9]2[cH:10][cH:11][cH:12][cH:13][c:14]21)[c:34]1[cH:35][cH:36][c:37]([Cl:40])[cH:38][cH:39]1.[CH3:41][OH:42].[ClH:45].[Na+:44].[O:46]1[CH2:47][CH2:48][CH2:49][CH2:50]1.[OH-:43]>>[C:1]([CH3:2])(=[O:3])[N:4]([CH:5]1[CH2:6][CH:7]([CH3:33])[N:8]([C:15](=[O:16])[c:17]2[cH:18][cH:19][c:20](=[O:32])[n:21]([CH2:23][CH2:24][C:25]([C:26](=[O:27])[OH:28])([CH3:30])[CH3:31])[cH:22]2)[c:9]2[cH:10][cH:11][cH:12][cH:13][c:14]21)[c:34]1[cH:35][cH:36][c:37]([Cl:40])[cH:38][cH:39]1. Reactants: C(C)(=O)OCC(OCN1C(=NC=C1)[N+](=O)[O-])COC(C)=O (1-[2-acetoxy-1-(acetoxymethyl)ethoxy]methyl-2-nitroimidazol), C(C)(=O)OCC(OCN1C(=NC=C1)[N+](=O)[O-])COC(C)=O (1-[2-acetoxy-1-(acetoxymethyl)ethoxy]methyl-2-nitroimidazol), C(C)O (ethanol), [O-]CC.[Na+] (sodium ethoxide). Run in CO (methanol). Yields the product OCC(OCN1C(=NC=C1)[N+](=O)[O-])CO (1-[2-hydroxy-1-(hydroxymethyl)ethoxy]methyl-2nitroimidazol). Isolated yield 130.4%. Reaction SMILES: C([O:4][CH2:5][CH:6]([CH2:17][O:18]C(=O)C)[O:7][CH2:8][N:9]1[CH:13]=[CH:12][N:11]=[C:10]1[N+:14]([O-:16])=[O:15])(=O)C.C(O)C.[O-]CC.[Na+]>CO>[OH:18][CH2:17][CH:6]([CH2:5][OH:4])[O:7][CH2:8][N:9]1[CH:13]=[CH:12][N:11]=[C:10]1[N+:14]([O-:16])=[O:15] |f:2.3|. Reported procedure: 3.01 g of 1-[2-acetoxy-1-(acetoxynethyl)ethoxy]- methyl-2-nitroimidazol (compound (1)) was dissolved in 50 ml of absolute methanol, and stirred at room temperature while being added with 5% absolute ethanol solution of sodium ethoxide dropwise until pH reached 9.0. Stirred at room temperature over 3 hours. Then Dowex 50 W (H+, made by Dow Chemical) was slowly added until the liquid had a pH of 7.0. Dowex 50 W was removed by suction filtration, and the solvent was distilled off under reduced pres...